This data is from the Open Reaction Database (ORD), a public repository of structured organic reaction records. The task is: describe an organic reaction: reactants, conditions, products, and yield Starting materials: CCOCC (ether), FC(C(=O)OC(C(F)(F)F)=O)(F)F (trifluoroacetic anhydride), COC([C@H]1N(CCC1)C(C1=C(C=CC=C1)C(C1=CC=CC=C1)=O)=O)=O (1-(2-Benzoylbenzoyl)-L-proline methyl ester), FC(C(=O)O)(F)F (trifluoroacetic acid), ester. The solvent is C(Cl)Cl (methylene chloride). Reaction conditions: time 12 hour. Product: C(C1=CC=CC=C1)(=O)C1=C(C(=O)N2C(CCC2)C(C(F)(F)F)=O)C=CC=C1 (1-(2-Benzoylbenzoyl)-2-(trifluoroacetyl)-pyrrolidine). The yield is 2.0%. As a reaction SMILES: CO[C:3](=[O:25])[C@@H:4]1[CH2:8][CH2:7][CH2:6][N:5]1[C:9](=[O:24])[C:10]1[CH:15]=[CH:14][CH:13]=[CH:12][C:11]=1[C:16](=[O:23])[C:17]1[CH:22]=[CH:21][CH:20]=[CH:19][CH:18]=1.[F:26][C:27]([F:32])([F:31])C(O)=O.FC(F)(F)C(OC(=O)C(F)(F)F)=O.CCOCC>C(Cl)Cl>[C:16]([C:11]1[CH:12]=[CH:13][CH:14]=[CH:15][C:10]=1[C:9]([N:5]1[CH2:6][CH2:7][CH2:8][CH:4]1[C:3](=[O:25])[C:27]([F:32])([F:31])[F:26])=[O:24])(=[O:23])[C:17]1[CH:22]=[CH:21][CH:20]=[CH:19][CH:18]=1. Procedure details: 4.0 g (10.6 mmol) of the title compound of Example 25 was dissolved in 50 ml of methylene chloride at room temperature under an atmosphere of nitrogen. 20 ml (260 mmol) trifluoroacetic acid (TFA) was added and the solution refluxed for 2 hours to hydrolyze the ester. Solvent and excess TFA were then removed under reduced pressure, the residue was redissolved in 22.5 ml (159 mmol) of trifluoroacetic anhydride (TFAA), and the solution ref luxed for 12 hours. The TFAA was evaporated under high vacu... Reactants: FC=1C=C2C(=CC(=NC2=CC1)O)NC1=CC(=C(C=C1)Cl)Cl (6-Fluoro-2-hydroxy-4-(3,4-dichlorophenyl)aminoquinoline), O=P(Cl)(Cl)Cl (POCl3). Yields the product FC=1C=C2C(=CC(=NC2=CC1)Cl)NC1=CC(=C(C=C1)Cl)Cl (6-Fluoro-2-chloro-4-(3,4-dichlorophenyl)aminoquinoline). Isolated yield 29.0%. As a reaction SMILES: [F:1][C:2]1[CH:3]=[C:4]2[C:9](=[CH:10][CH:11]=1)[N:8]=[C:7](O)[CH:6]=[C:5]2[NH:13][C:14]1[CH:19]=[CH:18][C:17]([Cl:20])=[C:16]([Cl:21])[CH:15]=1.O=P(Cl)(Cl)[Cl:24]>>[F:1][C:2]1[CH:3]=[C:4]2[C:9](=[CH:10][CH:11]=1)[N:8]=[C:7]([Cl:24])[CH:6]=[C:5]2[NH:13][C:14]1[CH:19]=[CH:18][C:17]([Cl:20])=[C:16]([Cl:21])[CH:15]=1. Procedure details: Prepared using general procedure 3; 6-Fluoro-2-hydroxy-4-(3,4-dichlorophenyl)aminoquinoline (2.136 g, 6.6 mmol) and 30 mL of POCl3 were heated to 120° C. for 4 h. Isolation afforded 0.654 g of material (1.914 mmol, 29%). 1H NMR (300 MHz, DMSO): 9.55(s, 1H), 8.27(dd, 1H, J=10.50, 2.02 Hz), 7.92(dd, 1H, J=8.88, 5.65 Hz), 7.70(m, 3H), 7.45(dd, 1H, J=8.48, 2.02 Hz), 6.90(s, 1H).